The task is: describe an organic reaction: reactants, conditions, products, and yield. This data is from the Open Reaction Database (ORD), a public repository of structured organic reaction records. The reactants are C(C)(=O)OC1=C(C=CC=C1)C1=CC=C(C=C1)CN1C([C@@H](CCC2=C1C=CC=C2)NC(CC(C)(C)NC(=O)OC(C)(C)C)=O)=O (N-[1-[[(2'-Acetoxy)[1,1'-biphenyl]-4-yl]methyl]-2,3,4,5-tetrahydro-2-oxo-1H-1-benzazepin-3(R)-yl]-3-t-butoxycarbonylamino-3-methylbutanamide), [OH-].[Na+] (sodium hydroxide). Run in CO (methanol). Run at time 1 hour. The product is OC1=C(C=CC=C1)C1=CC=C(C=C1)CN1C([C@@H](CCC2=C1C=CC=C2)NC(CC(C)(C)NC(=O)OC(C)(C)C)=O)=O (N-[1-[[(2'-Hydroxy)[1,1'-biphenyl]-4-yl]methyl]-2,3,4,5-tetrahydro-2-oxo-1H-1-benzazepin-3(R) -yl ]-3-t-butoxycarbonylamino-3-methylbutanamide). The yield is 92.7%. As a reaction SMILES: C([O:4][C:5]1[CH:10]=[CH:9][CH:8]=[CH:7][C:6]=1[C:11]1[CH:16]=[CH:15][C:14]([CH2:17][N:18]2[C:24]3[CH:25]=[CH:26][CH:27]=[CH:28][C:23]=3[CH2:22][CH2:21][C@@H:20]([NH:29][C:30](=[O:43])[CH2:31][C:32]([NH:35][C:36]([O:38][C:39]([CH3:42])([CH3:41])[CH3:40])=[O:37])([CH3:34])[CH3:33])[C:19]2=[O:44])=[CH:13][CH:12]=1)(=O)C.[OH-].[Na+]>CO>[OH:4][C:5]1[CH:10]=[CH:9][CH:8]=[CH:7][C:6]=1[C:11]1[CH:12]=[CH:13][C:14]([CH2:17][N:18]2[C:24]3[CH:25]=[CH:26][CH:27]=[CH:28][C:23]=3[CH2:22][CH2:21][C@@H:20]([NH:29][C:30](=[O:43])[CH2:31][C:32]([NH:35][C:36]([O:38][C:39]([CH3:42])([CH3:41])[CH3:40])=[O:37])([CH3:34])[CH3:33])[C:19]2=[O:44])=[CH:15][CH:16]=1 |f:1.2|. Procedure: A solution of 469 mg (0.87 mmol) of the intermediate obtained in Step F in 25 mL of methanol at room temperature was treated with 5 mL ofaqueous 5N sodium hydroxide. After stirring at room temperature for 1 hour, the reaction mixture was evaporated under vacuum and the residue dissolved in methylene chloride, dried over magnesium sulfate and filtered. The filtrate was evaporated under vacuum to yield 450 mg of crude product which was used in the next step without purification. Starting materials: CC(C)(C)C1=CC(=O)C=C(C(C)(C)C)C1=O, [Cl-], [Cl-], [Cl-], [Cl-], CC(Cl)Cl, Nc1cnccn1, [Ti+4], c1ccncc1. Yields the product CC(C)(C)C1=CC(=Nc2cnccn2)C=C(C(C)(C)C)C1=O. RXN SMILES: [C:7]([CH3:8])([CH3:9])([CH3:10])[C:11]1=[CH:16][C:15](=[O:17])[CH:14]=[C:13]([C:18]([CH3:19])([CH3:20])[CH3:21])[C:12]1=[O:22].[Cl-:34].[Cl-:35].[Cl-:36].[Cl-:37].[Cl:30][CH:31]([Cl:32])[CH3:33].[NH2:23][c:24]1[n:25][cH:26][cH:27][n:28][cH:29]1.[Ti+4:38].[cH:1]1[cH:2][cH:3][n:4][cH:5][cH:6]1>>[C:7]([CH3:8])([CH3:9])([CH3:10])[C:11]1=[CH:16][C:15](=[N:23][c:24]2[n:25][cH:26][cH:27][n:28][cH:29]2)[CH:14]=[C:13]([C:18]([CH3:19])([CH3:20])[CH3:21])[C:12]1=[O:22]. The reactants are O=Cc1sccc1Br, CCO, Cl, NO, [Na+], [OH-], O. Product: ON=Cc1sccc1Br. As a reaction SMILES: [Br:1][c:2]1[c:3]([CH:7]=[O:8])[s:4][cH:5][cH:6]1.[CH3:14][CH2:15][OH:16].[ClH:9].[NH2:10][OH:11].[Na+:13].[OH-:12].[OH2:17]>>[Br:1][c:2]1[c:3]([CH:7]=[N:10][OH:11])[s:4][cH:5][cH:6]1. Starting materials: CCOC(=O)C(N)Cc1ccc(O)cc1, O=C(Cl)c1ccccc1Cl, [Na+], O=C([O-])O, C1CCOC1. The product is CCOC(=O)C(Cc1ccc(O)cc1)NC(=O)c1ccccc1Cl. RXN SMILES: [CH2:1]([CH3:2])[O:3][C:4]([CH:5]([NH2:6])[CH2:7][c:8]1[cH:9][cH:10][c:11]([OH:14])[cH:12][cH:13]1)=[O:15].[Cl:21][C:22](=[O:23])[c:24]1[cH:25][cH:26][cH:27][cH:28][c:29]1[Cl:30].[Na+:20].[O-:16][C:17]([OH:18])=[O:19].[O:31]1[CH2:32][CH2:33][CH2:34][CH2:35]1>>[CH2:1]([CH3:2])[O:3][C:4]([CH:5]([NH:6][C:22](=[O:23])[c:24]1[cH:25][cH:26][cH:27][cH:28][c:29]1[Cl:30])[CH2:7][c:8]1[cH:9][cH:10][c:11]([OH:14])[cH:12][cH:13]1)=[O:15]. Reactants: COC(CN1C(=C(C2=CC(=CC=C12)F)CC1=NC(=NC=C1S(=O)(=O)C1=CC=CC=C1)SC)C)=O ([3-(5-benzenesulfonyl-2-methylsulfanylpyrimidin-4-ylmethyl)-5-fluoro-2-methylindol-1-yl]acetic acid methyl ester), [OH-].[Li+] (lithium hydroxide). Solvent: O1CCCC1 (tetrahydrofuran). Run at time 1 hour. The product is C1(=CC=CC=C1)S(=O)(=O)C=1C(=NC(=NC1)SC)CC1=C(N(C2=CC=C(C=C12)F)CC(=O)O)C ([3-(5-benzenesulfonyl-2-methylsulfanylpyrimidin-4-ylmethyl)-5-fluoro-2-methyl-indol-1-yl]acetic acid). The yield is 89.5%. Reaction SMILES: C[O:2][C:3](=[O:34])[CH2:4][N:5]1[C:13]2[C:8](=[CH:9][C:10]([F:14])=[CH:11][CH:12]=2)[C:7]([CH2:15][C:16]2[C:21]([S:22]([C:25]3[CH:30]=[CH:29][CH:28]=[CH:27][CH:26]=3)(=[O:24])=[O:23])=[CH:20][N:19]=[C:18]([S:31][CH3:32])[N:17]=2)=[C:6]1[CH3:33].[OH-].[Li+]>O1CCCC1>[C:25]1([S:22]([C:21]2[C:16]([CH2:15][C:7]3[C:8]4[C:13](=[CH:12][CH:11]=[C:10]([F:14])[CH:9]=4)[N:5]([CH2:4][C:3]([OH:34])=[O:2])[C:6]=3[CH3:33])=[N:17][C:18]([S:31][CH3:32])=[N:19][CH:20]=2)(=[O:23])=[O:24])[CH:30]=[CH:29][CH:28]=[CH:27][CH:26]=1 |f:1.2|. Procedure: A mixture of [3-(5-benzenesulfonyl-2-methylsulfanylpyrimidin-4-ylmethyl)-5-fluoro-2-methylindol-1-yl]acetic acid methyl ester (0.23 g) and tetrahydrofuran (30 mL) was treated with 1.0 M aqueous lithium hydroxide solution (0.93 mL), and the resulting mixture was stirred at room temperature for 1 hour. The mixture was concentrated under reduced pressure, the pH adjusted to 4 by the addition of 0.1 M aqueous hydrochloric acid solution and extracted with ethyl acetate. The combined extract was washe... The reactants are C(C)(C)(C)OC(=O)N1CCC2=C(N(N=C2CC1)C1CCCC1)OS(=O)(=O)C(F)(F)F (2-cyclopentyl-3-trifluoromethanesulfonyloxy-4,5,7,8-tetrahydro-2H-1,2,6-triaza-azulene-6-carboxylic acid tert-butyl ester), ClC=1C=C(C=CC1)B(O)O (3-chlorophenylboronic acid). The product is ClC=1C=C(C=CC1)C=1N(N=C2CCNCCC12)C1CCCC1 (3-(3-Chloro-phenyl)-2-cyclopentyl-2,4,5,6,7,8-hexahydro-1,2,6-triaza-azulene). Isolated yield 24.5%. RXN SMILES: C(OC([N:8]1[CH2:17][CH2:16][C:15]2[C:11](=[C:12](OS(C(F)(F)F)(=O)=O)[N:13]([CH:18]3[CH2:22][CH2:21][CH2:20][CH2:19]3)[N:14]=2)[CH2:10][CH2:9]1)=O)(C)(C)C.[Cl:31][C:32]1[CH:33]=[C:34](B(O)O)[CH:35]=[CH:36][CH:37]=1>>[Cl:31][C:32]1[CH:37]=[C:36]([C:12]2[N:13]([CH:18]3[CH2:19][CH2:20][CH2:21][CH2:22]3)[N:14]=[C:15]3[C:11]=2[CH2:10][CH2:9][NH:8][CH2:17][CH2:16]3)[CH:35]=[CH:34][CH:33]=1. Procedure details: The title compound (34.9 mg) was prepared as in Example 177, Steps C and D, using 204.4 mg of 2-cyclopentyl-3-trifluoromethanesulfonyloxy-4,5,7,8-tetrahydro-2H-1,2,6-triaza-azulene-6-carboxylic acid tert-butyl ester (Example 180, Step A) and 234.5 mg of 3-chlorophenylboronic acid. MS (ESI): exact mass calculated for C18H22ClN3, 315.84. found, m/z 316.4 [M+H]+. 1H NMR (500 MHz, CD3OD): 7.57-7.52 (m, 2H), 7.37-7.35 (m, 1H), 7.29-7.26 (m, 1H), 4.46 (m, 1H), 3.43-3.39 (m, 2H), 3.20-3.16 (m, 2H), 2.8...